Task: describe an organic reaction: reactants, conditions, products, and yield. Dataset: the Open Reaction Database (ORD), a public repository of structured organic reaction records Reactants: [BH3-]C#N, CO, O=Cc1cnn(-c2c(Cl)cc(C(F)(F)F)cc2Cl)n1, [K+], N#Cc1nc(N)[nH]c1C#N, [Na+], [OH-]. Product: N#Cc1nc(NCc2cnn(-c3c(Cl)cc(C(F)(F)F)cc3Cl)n2)[nH]c1C#N. As a reaction SMILES: [C:1]([BH3-:2])#[N:3].[CH3:36][OH:37].[Cl:5][c:6]1[c:7](-[n:17]2[n:18][cH:19][c:20]([CH:22]=[O:23])[n:21]2)[c:8]([Cl:16])[cH:9][c:10]([C:12]([F:13])([F:14])[F:15])[cH:11]1.[K+:25].[NH2:26][c:27]1[nH:28][c:29]([C:34]#[N:35])[c:30]([C:32]#[N:33])[n:31]1.[Na+:4].[OH-:24]>>[Cl:5][c:6]1[c:7](-[n:17]2[n:18][cH:19][c:20]([CH2:22][NH:26][c:27]3[nH:28][c:29]([C:34]#[N:35])[c:30]([C:32]#[N:33])[n:31]3)[n:21]2)[c:8]([Cl:16])[cH:9][c:10]([C:12]([F:13])([F:14])[F:15])[cH:11]1. Starting materials: CC(=O)OC(C)=O, Cc1c(F)c(N)cc(F)c1F. Product: CC(=O)Nc1cc(F)c(F)c(C)c1F. RXN SMILES: [CH3:12][C:13](=[O:14])[O:15][C:16](=[O:17])[CH3:18].[F:1][c:2]1[c:3]([NH2:4])[cH:5][c:6]([F:11])[c:7]([F:10])[c:8]1[CH3:9]>>[F:1][c:2]1[c:3]([NH:4][C:13]([CH3:12])=[O:14])[cH:5][c:6]([F:11])[c:7]([F:10])[c:8]1[CH3:9]. The reactants are C1(=CC=CC=C1)C=1SC(=CC1O)C1=CC=CC=C1 (2,5-diphenyl-3-hydroxythiophene), C(=O)(OC)CCC(=O)Cl (3-carbomethoxypropionyl chloride), CCOCC (ether), Cl (hydrochloric acid). Solvent: N1=CC=CC=C1 (pyridine), O (water). Run at time 15 minute. Yields the product C(=O)(OC)CCC(=O)OC1=C(SC(=C1)C1=CC=CC=C1)C1=CC=CC=C1 (3-(3-(Carbomethoxy)propionyloxy)-2,5-diphenylthiophene). As a reaction SMILES: [C:1]1([C:7]2[S:8][C:9]([C:13]3[CH:18]=[CH:17][CH:16]=[CH:15][CH:14]=3)=[CH:10][C:11]=2[OH:12])[CH:6]=[CH:5][CH:4]=[CH:3][CH:2]=1.[C:19]([CH2:23][CH2:24][C:25](Cl)=[O:26])([O:21][CH3:22])=[O:20].CCOCC.Cl>N1C=CC=CC=1.O>[C:19]([CH2:23][CH2:24][C:25]([O:12][C:11]1[CH:10]=[C:9]([C:13]2[CH:14]=[CH:15][CH:16]=[CH:17][CH:18]=2)[S:8][C:7]=1[C:1]1[CH:6]=[CH:5][CH:4]=[CH:3][CH:2]=1)=[O:26])([O:21][CH3:22])=[O:20]. Procedure details: To a stirred, ice-cooled solution of 2,5-diphenyl-3-hydroxythiophene (0.12 g, 0.5 mmol) in dried pyridine (5.0 ml) under a nitrogen atmosphere was added 3-carbomethoxypropionyl chloride (0.1 g, 0.66 mmol) over ca. 20 seconds. The mixture was allowed to stir cold for 15 minutes and then at ambient temperatures for 4 hours. The mixture was added in portions to a stirred mixture of ether, ice, water, and 2N hydrochloric acid (40 ml), the ether layer washed 2 times with water, dried over sodium sulf... Reactants: BrC=1C=C(C=CC1C)N(C(C=C(C)C)=O)C(C)C (3-Methyl-but-2-enoic acid (3-bromo-4-methyl-phenyl)-isopropyl-amide), BrC=1C=C(C=CC1C)N(C(C=C(C)C)=O)C(C)C (3-Methyl-but-2-enoic acid (3-bromo-4-methyl-phenyl)-isopropyl-amide), [Al+3].[Cl-].[Cl-].[Cl-] (AlCl3). Run in ClCCl (dichloromethane). Reaction conditions: temperature 0 celsius, time 1 hour. Yields the product BrC1=C(C=C2C(CC(N(C2=C1)C(C)C)=O)(C)C)C (7-Bromo-1-isopropyl-4,4,6-trimethyl-3 4-dihydro-1H-quinolin-2-one). As a reaction SMILES: [Br:1][C:2]1[CH:3]=[C:4]([N:9]([CH:16]([CH3:18])[CH3:17])[C:10](=[O:15])[CH:11]=[C:12]([CH3:14])[CH3:13])[CH:5]=[CH:6][C:7]=1[CH3:8].[Al+3].[Cl-].[Cl-].[Cl-]>ClCCl>[Br:1][C:2]1[CH:3]=[C:4]2[C:5]([C:12]([CH3:14])([CH3:13])[CH2:11][C:10](=[O:15])[N:9]2[CH:16]([CH3:18])[CH3:17])=[CH:6][C:7]=1[CH3:8] |f:1.2.3.4|. Procedure details: 3-Methyl-but-2-enoic acid (3-bromo-4-methyl-phenyl)-isopropyl-amide (Compound 42, 50 g, 161.2 mmol) was dissolved in dichloromethane (800 mL) and the solution was cooled to 0° C. and treated with AlCl3 (75.23 g, 564.2 mmol). The suspension was stirred at 0° C. for 1 hour and at room temperature for 1 hour and the reaction was quenched with ice. After 10% aqueous HCl was added, the layers were separated and the aqueous layer extracted twice with dichloromethane. The combined organic layers were w... The reactants are NCCC[Si](O[Si](C)(C)CCCN)(C)C (1,3-bis(3-aminopropyl)-1,1,3,3-tetramethyldisiloxane), Cl (hydrochloric acid). The solvent is C(C)(C)O (isopropanol), C(C)(C)O (isopropanol). Run at time 30 minute. Yields the product Cl.Cl.NCCC[Si](O[Si](C)(C)CCCN)(C)C (1,3-bis(3-amino-propyl)-1,1,3,3-tetramethyldisiloxane dihydrochloride). Yield: 89.9%. RXN SMILES: [NH2:1][CH2:2][CH2:3][CH2:4][Si:5]([CH3:15])([CH3:14])[O:6][Si:7]([CH2:10][CH2:11][CH2:12][NH2:13])([CH3:9])[CH3:8].[ClH:16]>C(O)(C)C>[ClH:16].[ClH:16].[NH2:13][CH2:12][CH2:11][CH2:10][Si:7]([CH3:8])([CH3:9])[O:6][Si:5]([CH2:4][CH2:3][CH2:2][NH2:1])([CH3:15])[CH3:14] |f:3.4.5|. Reported procedure: In a 500 ml four-necked flask equipped with a stirrer, a thermometer, a condenser, and a dropping funnel was placed 24.9 g (0.1 mole) of 1,3-bis(3-aminopropyl)-1,1,3,3-tetramethyldisiloxane having a gas chromatography purity of 98.4%. 31.3 g (0.3 mole) of concentrated hydrochloric acid was dropwise added to the flask, and the resulting mixture was stirred at room temperature for 30 minutes. 300 g of isopropanol was added to the solution. The resulting mixture was heated under reduced pressure, a...